Dataset: the Open Reaction Database (ORD), a public repository of structured organic reaction records. Task: describe an organic reaction: reactants, conditions, products, and yield Reactants: O=C1O[C@@H]([C@H](N1)C)C(=O)O ((4R,5S)-2-oxo-4-methyloxazolidine-5-carboxylic acid), [N+](=O)(O)[O-].[N+](=O)([O-])OCCN (N-(2-nitrooxyethyl)amine nitrate), C1(=CC=CC=C1)P(=O)(C1=CC=CC=C1)N=[N+]=[N-] (diphenylphosphoryl azide). The product is [N+](=O)([O-])OCCNC(=O)[C@@H]1[C@H](NC(O1)=O)C ((4R,5S)-N-(2-Nitrooxyethyl)-4-methyl-2-oxooxazolidine-5-carboxamide). Isolated yield 14.9%. RXN SMILES: [O:1]=[C:2]1[NH:6][C@H:5]([CH3:7])[C@@H:4]([C:8]([OH:10])=O)[O:3]1.[N+]([O-])(O)=O.[N+:15]([O:18][CH2:19][CH2:20][NH2:21])([O-:17])=[O:16].C1(P(N=[N+]=[N-])(C2C=CC=CC=2)=O)C=CC=CC=1>>[N+:15]([O:18][CH2:19][CH2:20][NH:21][C:8]([C@H:4]1[O:3][C:2](=[O:1])[NH:6][C@@H:5]1[CH3:7])=[O:10])([O-:17])=[O:16] |f:1.2|. Procedure details: Following a procedure similar to that described in Example 1, but using 167 mg of (4R,5S)-2-oxo-4-methyloxazolidine-5-carboxylic acid, 234 mg of N-(2-nitrooxyethyl)amine nitrate and 0.30 ml of diphenylphosphoryl azide, 40 mg of the title compound were obtained as a colorless oil. The reactants are CN(CCC(=O)O)C(=O)OC(C)(C)C, Cn1ncc(N)c1N, CCN(C(C)C)C(C)C, ClCCl, C1CCOC1, On1nnc2ccccc21, O=S(=O)(O)O. The product is CN(CCC(=O)Nc1cnn(C)c1N)C(=O)OC(C)(C)C. As a reaction SMILES: [C:1]([CH3:2])([CH3:3])([CH3:4])[O:5][C:6](=[O:7])[N:8]([CH3:9])[CH2:10][CH2:11][C:12](=[O:13])[OH:14].[CH3:30][n:31]1[n:32][cH:33][c:34]([NH2:37])[c:35]1[NH2:36].[CH:38]([N:39]([CH2:40][CH3:41])[CH:42]([CH3:43])[CH3:44])([CH3:45])[CH3:46].[Cl:47][CH2:48][Cl:49].[O:50]1[CH2:51][CH2:52][CH2:53][CH2:54]1.[OH:15][n:16]1[c:17]2[c:18]([cH:19][cH:20][cH:21][cH:22]2)[n:23][n:24]1.[S:25]([OH:26])([OH:27])(=[O:28])=[O:29]>>[C:1]([CH3:2])([CH3:3])([CH3:4])[O:5][C:6](=[O:7])[N:8]([CH3:9])[CH2:10][CH2:11][C:12](=[O:14])[NH:37][c:34]1[cH:33][n:32][n:31]([CH3:30])[c:35]1[NH2:36]. Starting materials: CC(C)(C)OC(=O)N1CCc2c(ncnc2Oc2ccc3c(ccn3C(=O)Nc3cc(C(F)(F)F)ccc3F)c2)C1, ClCCl, O=C(O)C(F)(F)F. The product is O=C(Nc1cc(C(F)(F)F)ccc1F)n1ccc2cc(Oc3ncnc4c3CCNC4)ccc21. As a reaction SMILES: [C:8]([O:9][C:10](=[O:11])[N:15]1[CH2:16][c:17]2[n:18][cH:19][n:20][c:21]([O:25][c:26]3[cH:27][c:28]4[cH:29][cH:30][n:31]([C:35]([NH:36][c:37]5[c:38]([F:47])[cH:39][cH:40][c:41]([C:43]([F:44])([F:45])[F:46])[cH:42]5)=[O:48])[c:32]4[cH:33][cH:34]3)[c:22]2[CH2:23][CH2:24]1)([CH3:12])([CH3:13])[CH3:14].[Cl:49][CH2:50][Cl:51].[F:1][C:2]([F:3])([F:4])[C:5]([OH:6])=[O:7]>>[NH:15]1[CH2:16][c:17]2[n:18][cH:19][n:20][c:21]([O:25][c:26]3[cH:27][c:28]4[cH:29][cH:30][n:31]([C:35]([NH:36][c:37]5[c:38]([F:47])[cH:39][cH:40][c:41]([C:43]([F:44])([F:45])[F:46])[cH:42]5)=[O:48])[c:32]4[cH:33][cH:34]3)[c:22]2[CH2:23][CH2:24]1. The reactants are NC1=C(C=C(C2=C1OCCO2)C(=O)OCC2CCNCC2)Cl (4-Piperidinylmethyl 8-amino-7-chloro-1,4-benzodioxan-5-carboxylate), C(C=C)#N (acrylonitrile). Run in CC(=O)C (acetone). The product is NC1=C(C=C(C2=C1OCCO2)C(=O)OCC2CCN(CC2)CCC#N)Cl ([1-(2-Cyanoethyl)-4-piperidinyl]methyl 8-amino-7-chloro-1,4-benzodioxan-5-carboxylate). The yield is 16.8%. Reaction SMILES: [NH2:1][C:2]1[C:7]2[O:8][CH2:9][CH2:10][O:11][C:6]=2[C:5]([C:12]([O:14][CH2:15][CH:16]2[CH2:21][CH2:20][NH:19][CH2:18][CH2:17]2)=[O:13])=[CH:4][C:3]=1[Cl:22].[C:23](#[N:26])[CH:24]=[CH2:25]>CC(C)=O>[NH2:1][C:2]1[C:7]2[O:8][CH2:9][CH2:10][O:11][C:6]=2[C:5]([C:12]([O:14][CH2:15][CH:16]2[CH2:17][CH2:18][N:19]([CH2:25][CH2:24][C:23]#[N:26])[CH2:20][CH2:21]2)=[O:13])=[CH:4][C:3]=1[Cl:22]. Procedure: 4-Piperidinylmethyl 8-amino-7-chloro-1,4-benzodioxan-5-carboxylate (0.180 g, 0.55 mmol) was dissolved in acetone (10 ml) and treated with acrylonitrile (0.040 ml; 0.61 mmol). The solution was heated at reflux (18 hours), cooled and evaporated in vacuo to an orange gum. The gum was purified by flash silica-gel chromatography with CHCl3 →2% MeOH/CHCl3 as eluant to yield the title compound as a colourless oil (0.035g; 17%) which was converted to the oxalate salt, mp 101°-103° C. Reactants: C1CCOC1, COC(=O)CCCCC(=O)Nc1scc(C(C)C)c1C(=O)OC(C)(C)C, [Na+], [OH-]. The product is CC(C)c1csc(NC(=O)CCCCC(=O)O)c1C(=O)OC(C)(C)C. As a reaction SMILES: [CH2:29]1[O:30][CH2:31][CH2:32][CH2:33]1.[CH:1]([CH3:2])([CH3:3])[c:4]1[c:5]([C:20](=[O:21])[O:22][C:23]([CH3:24])([CH3:25])[CH3:26])[c:6]([NH:9][C:10]([CH2:11][CH2:12][CH2:13][CH2:14][C:15](=[O:16])[O:17][CH3:18])=[O:19])[s:7][cH:8]1.[Na+:28].[OH-:27]>>[CH:1]([CH3:2])([CH3:3])[c:4]1[c:5]([C:20](=[O:21])[O:22][C:23]([CH3:24])([CH3:25])[CH3:26])[c:6]([NH:9][C:10]([CH2:11][CH2:12][CH2:13][CH2:14][C:15](=[O:16])[OH:17])=[O:19])[s:7][cH:8]1. Reactants: Cl (hydrochloric acid), C1(CCCCC1)C(=O)OC (methyl cyclohexylcarboxylate), C(C=C)Br (allyl bromide), CC(C)([O-])C.[K+] (potassium tert-butoxide). Solvent: O (Water), CN(C=O)C (N,N-dimethylformamide). Reported procedure: To a solution of methyl cyclohexylcarboxylate (1.42 g) and allyl bromide (3.02 g) in N,N-dimethylformamide (20 mL) was added potassium tert-butoxide (1.68 g, 15.0 mmol) under ice cooling. The solution was stirred at room temperature for 16 hours, at 50° C. for 8 hours and further at room temperature for 64 hours. Water and 3N hydrochloric acid were then added to the solution, and it was extracted with diethyl ether. The extract was washed with water and saturated aqueous sodium chloride solution... Yields the product C(C=C)C1(CCCCC1)C(=O)OC (Methyl 1-allylcyclohexanecarboxylate). Conditions: temperature 50 celsius, time 64 hour. Reaction SMILES: [CH:1]1([C:7]([O:9][CH3:10])=[O:8])[CH2:6][CH2:5][CH2:4][CH2:3][CH2:2]1.[CH2:11](Br)[CH:12]=[CH2:13].CC(C)([O-])C.[K+].Cl>CN(C)C=O.O>[CH2:13]([C:1]1([C:7]([O:9][CH3:10])=[O:8])[CH2:6][CH2:5][CH2:4][CH2:3][CH2:2]1)[CH:12]=[CH2:11] |f:2.3|. Yield: 18.7%.